Task: describe an organic reaction: reactants, conditions, products, and yield. Dataset: the Open Reaction Database (ORD), a public repository of structured organic reaction records Reactants: C1CCOC1, O=S(=O)(Cl)c1ccccc1, c1c[nH]cn1. The product is O=S(=O)(c1ccccc1)n1ccnc1. RXN SMILES: [O:16]1[CH2:17][CH2:18][CH2:19][CH2:20]1.[c:6]1([S:12](=[O:13])(=[O:14])[Cl:15])[cH:7][cH:8][cH:9][cH:10][cH:11]1.[nH:1]1[cH:2][n:3][cH:4][cH:5]1>>[n:1]1([S:12]([c:6]2[cH:7][cH:8][cH:9][cH:10][cH:11]2)(=[O:13])=[O:14])[cH:2][n:3][cH:4][cH:5]1. The reactants are C([O-])([O-])=O.[K+].[K+] (potassium carbonate), C(=O)(OCC1=CC=CC=C1)Cl (Carbobenzoxy chloride), C(C)(C)N(CC)C(C)C (diisopropylethylamine), NC1CCN(CC1)C(=O)OC(C)(C)C (tert-butyl 4-aminopiperidine-1-carboxylate). Run in ClCCl (dichloromethane), C(C)(=O)OCC (ethyl acetate). Run at temperature 0 celsius, time 1 hour. Yields the product C(C1=CC=CC=C1)OC(=O)NC1CCN(CC1)C(=O)OC(C)(C)C (tert-Butyl 4-benzyloxycarbonylaminopiperidine-1-carboxylate). Isolated yield 74.8%. Reaction SMILES: [NH2:1][CH:2]1[CH2:7][CH2:6][N:5]([C:8]([O:10][C:11]([CH3:14])([CH3:13])[CH3:12])=[O:9])[CH2:4][CH2:3]1.[C:15](Cl)([O:17][CH2:18][C:19]1[CH:24]=[CH:23][CH:22]=[CH:21][CH:20]=1)=[O:16].C(N(C(C)C)CC)(C)C.C(=O)([O-])[O-].[K+].[K+]>ClCCl.C(OCC)(=O)C>[CH2:18]([O:17][C:15]([NH:1][CH:2]1[CH2:3][CH2:4][N:5]([C:8]([O:10][C:11]([CH3:14])([CH3:13])[CH3:12])=[O:9])[CH2:6][CH2:7]1)=[O:16])[C:19]1[CH:24]=[CH:23][CH:22]=[CH:21][CH:20]=1 |f:3.4.5|. Procedure: A solution of tert-butyl 4-aminopiperidine-1-carboxylate (1.2 g, 6 mmol) in dichloromethane (20 mL) was cooled to 0° C. Carbobenzoxy chloride (1.03 mL, 7.2 mmol) and diisopropylethylamine (3.15 mL, 18 mmol) were added at the same temperature, and the solution was stirred at 0° C. for one hour. The reaction solution was neutralized with saturated aqueous potassium carbonate solution, diluted with ethyl acetate, washed with brine, and dried over magnesium sulfate. Thereafter, the solvent was evapo... Starting materials: C(C)(C)(C)OC(COC1=CC(=CC=C1)C(CN1CC(CC1)O[Si](C)(C)C(C)(C)C)N(C)C(CC=1OC2=C(C1)C=CC=C2)=O)=O ((3-{1-[(Benzofuran-2-yl-acetyl)-methyl-amino]-2-[3-(tert-butyl-dimethyl-silanyloxy)-pyrrolidin-1-yl]-ethyl}-phenoxy)-acetic acid tert-butyl ester), CCCC[N+](CCCC)(CCCC)CCCC.[F-] (TBAF), solution. The solvent is C1CCOC1 (THF), C1CCOC1 (THF), [Cl-].[Na+].O (brine). Run at time 2.5 hour. The product is C(C)(C)(C)OC(COC1=CC(=CC=C1)C(CN1CC(CC1)O)N(C)C(CC=1OC2=C(C1)C=CC=C2)=O)=O ({3-(1-[(Benzofuran-2-yl-acetyl)-methyl-amino]-2-(3-hydroxy-pyrrolidin-1-yl)-ethyl]-phenoxy}-acetic acid tert-butyl ester). Reaction SMILES: [C:1]([O:5][C:6](=[O:44])[CH2:7][O:8][C:9]1[CH:14]=[CH:13][CH:12]=[C:11]([CH:15]([N:30]([C:32](=[O:43])[CH2:33][C:34]2[O:35][C:36]3[CH:42]=[CH:41][CH:40]=[CH:39][C:37]=3[CH:38]=2)[CH3:31])[CH2:16][N:17]2[CH2:21][CH2:20][CH:19]([O:22][Si](C(C)(C)C)(C)C)[CH2:18]2)[CH:10]=1)([CH3:4])([CH3:3])[CH3:2].CCCC[N+](CCCC)(CCCC)CCCC.[F-]>C1COCC1.[Cl-].[Na+].O>[C:1]([O:5][C:6](=[O:44])[CH2:7][O:8][C:9]1[CH:14]=[CH:13][CH:12]=[C:11]([CH:15]([N:30]([C:32](=[O:43])[CH2:33][C:34]2[O:35][C:36]3[CH:42]=[CH:41][CH:40]=[CH:39][C:37]=3[CH:38]=2)[CH3:31])[CH2:16][N:17]2[CH2:21][CH2:20][CH:19]([OH:22])[CH2:18]2)[CH:10]=1)([CH3:4])([CH3:2])[CH3:3] |f:1.2,4.5.6|. Reported procedure: To a solution of Example 31 (1.659 g, 2.66 mmol) in THF (25 mL) at room temperature was added TBAF (2.8 mL of a 1 M solution in THF, 2.8 mmol). The reaction was stirred for 2.5 hours, then diluted with saturated brine (100 mL) and extracted with dichloromethane (4×120 mL). The combined organic phases were dried (MgSO4) and concentrated in vacuo. Purification by column chromatography in ethyl acetate:methanol (9:1) gave the product as an oil. 0.824 g, 61%. Starting materials: solution, C[O-].[Na+] (sodium methylate), NC(CO)CO (2-amino-1,3-dihydroxypropane), C(CCC)OC(=O)C1=CC(=CC(=C1)N)C(=O)OCCCC (5-Amino-1,3-benzenedicarboxylic acid di-n-butyl ester). The solvent is CO (methanol), CO (methanol). Conditions: temperature 25 celsius, time 4 hour. Yields the product NC=1C=C(C=C(C1)C(=O)NC(CO)CO)C(=O)NC(CO)CO (5-amino-N,N′-bis[2-hydroxy-1-(hydroxymethyl)ethyl]-1,3-benzenedicarboxamide). Yield: 95.0%. As a reaction SMILES: C(O[C:6]([C:8]1[CH:13]=[C:12]([NH2:14])[CH:11]=[C:10]([C:15]([O:17]CCCC)=O)[CH:9]=1)=[O:7])CCC.[CH3:22][O-:23].[Na+].[NH2:25][CH:26]([CH2:29][OH:30])[CH2:27][OH:28]>CO>[NH2:14][C:12]1[CH:13]=[C:8]([C:6]([NH:25][CH:26]([CH2:27][OH:28])[CH2:22][OH:23])=[O:7])[CH:9]=[C:10]([C:15]([NH:25][CH:26]([CH2:29][OH:30])[CH2:27][OH:28])=[O:17])[CH:11]=1 |f:1.2|. Procedure: 5-Amino-1,3-benzenedicarboxylic acid di-n-butyl ester (1148 g, 3.91 mol) is loaded into a 10 L reaction vessel containing methanol (7.5 L) and a 1.5M solution of sodium methylate in methanol (0.39 L, 0.59 mol) and 2-amino-1,3-dihydroxypropane (820 g, 9.0 mol) are added thereto. The reaction mixture is then heated to the reflux temperature and kept at this temperature for 4 hours. The mixture is then concentrated to 4 L, cooled to 25° C. and after one night at room temperature it is filtered. The... Starting materials: O (water), ice, C(CCCCCCCCCC)#N (undecanenitrile), C(C)(C)(C)O (t-butanol), [Li] (Lithium), C(CCCCCCCCCC)#N (undecanenitrile), C(C)(C)(C)O (t-butanol). Solvent: CO (methanol), C(CN)N (ethylenediamine), C(CC)N (n-propylamine), C(CC)N (n-propylamine), C(CN)N (ethylenediamine). Run at time 20 minute. Yields the product CCCCCCCCCC (n-decane), C(CCCCCCCCCC)N (undecaneamine). Reaction SMILES: [C:1](#[N:12])[CH2:2][CH2:3][CH2:4][CH2:5][CH2:6][CH2:7][CH2:8][CH2:9][CH2:10][CH3:11].C(O)(C)(C)C.[Li].O>C(N)CC.C(N)CN.CO>[CH3:1][CH2:2][CH2:3][CH2:4][CH2:5][CH2:6][CH2:7][CH2:8][CH2:9][CH3:10].[CH2:1]([NH2:12])[CH2:2][CH2:3][CH2:4][CH2:5][CH2:6][CH2:7][CH2:8][CH2:9][CH2:10][CH3:11] |^1:17|. Procedure: Reduction of undecanenitrile in n-propylamine, ethylenediamine, and t-butanol. Lithium, (0.28 g, 40 mmol) in small pieces, was added to undecanenitrile (0.775 g, 4.63 mmol) in n-propylamine (10 mL), ethylenediamine (1.5 g, 25 mmol) and t-butanol (2.22 g, 30 mmol). After 20 min, the temperature increased to 55° and decreased slowly. After another 2 hr, the reaction mixture was poured onto a slurry of water (25 mL) and ice (25 g). The reaction mixture was extracted twice with ether (25 mL and 50 m... RXN SMILES: [CH3:1][C:2]1([C:7]2[O:11][C:10]([CH2:12][N:13]3[N:17]=[C:16]([NH2:18])[CH:15]=[N:14]3)=[CH:9][CH:8]=2)[O:6]CCO1.[C:19]1([CH3:30])[CH:24]=[CH:23][CH:22]=[CH:21][C:20]=1/[CH:25]=[CH:26]/[C:27](O)=[O:28]>>[C:2]([C:7]1[O:11][C:10]([CH2:12][N:13]2[N:17]=[C:16]([NH:18][C:27](=[O:28])/[CH:26]=[CH:25]/[C:20]3[CH:21]=[CH:22][CH:23]=[CH:24][C:19]=3[CH3:30])[CH:15]=[N:14]2)=[CH:9][CH:8]=1)(=[O:6])[CH3:1]. Starting materials: CC1(OCCO1)C1=CC=C(O1)CN1N=CC(=N1)N (2-[5-(2-methyl-[1,3]dioxolan-2-yl)-furan-2-ylmethyl]-2H-[1,2,3]triazol-4-ylamine), C1(=C(C=CC=C1)/C=C/C(=O)O)C ((E)-3-o-tolyl-acrylic acid). Reported procedure: Following general procedure A followed by L, starting from 2-[5-(2-methyl-[1,3]dioxolan-2-yl)-furan-2-ylmethyl]-2H-[1,2,3]triazol-4-ylamine and (E)-3-o-tolyl-acrylic acid. The product is C(C)(=O)C1=CC=C(O1)CN1N=CC(=N1)NC(\C=C\C1=C(C=CC=C1)C)=O ((E)-N-[2-(5-Acetyl-furan-2-ylmethyl)-2H-[1,2,3]triazol-4-yl]-3-o-tolyl-acrylamide).